From a dataset of the Open Reaction Database (ORD), a public repository of structured organic reaction records. describe an organic reaction: reactants, conditions, products, and yield The reactants are CN(CCO[Si](C)(C)C(C)(C)C)C(=O)c1csc(N2CC(OS(C)(=O)=O)C2)n1, CC([O-])=S, CN(C)C=O, [K+]. Yields the product CC(=O)SC1CN(c2nc(C(=O)N(C)CCO[Si](C)(C)C(C)(C)C)cs2)C1. As a reaction SMILES: [C:1]([CH3:2])([CH3:3])([CH3:4])[Si:5]([O:6][CH2:7][CH2:8][N:9]([C:10](=[O:11])[c:12]1[n:13][c:14]([N:17]2[CH2:18][CH:19]([O:21][S:22]([CH3:23])(=[O:24])=[O:25])[CH2:20]2)[s:15][cH:16]1)[CH3:26])([CH3:27])[CH3:28].[C:29]([CH3:30])(=[S:31])[O-:32].[CH3:34][N:35]([CH3:36])[CH:37]=[O:38].[K+:33]>>[C:1]([CH3:2])([CH3:3])([CH3:4])[Si:5]([O:6][CH2:7][CH2:8][N:9]([C:10](=[O:11])[c:12]1[n:13][c:14]([N:17]2[CH2:18][CH:19]([S:31][C:29]([CH3:30])=[O:32])[CH2:20]2)[s:15][cH:16]1)[CH3:26])([CH3:27])[CH3:28]. As a reaction SMILES: Cl.[CH2:2]([C@@H:4]1[CH2:8][NH:7][CH2:6][C@H:5]1[C:9]1[NH:10][C:11](=[O:24])[C:12]2[CH:17]=[N:16][N:15]([CH:18]3[CH2:23][CH2:22][O:21][CH2:20][CH2:19]3)[C:13]=2[N:14]=1)[CH3:3].C(=O)([O-])[O-].[K+].[K+].Br.Br[CH2:33][C:34]1[CH:39]=[CH:38][CH:37]=[CH:36][N:35]=1>C(#N)C>[CH2:2]([C@@H:4]1[CH2:8][N:7]([CH2:33][C:34]2[CH:39]=[CH:38][CH:37]=[CH:36][N:35]=2)[CH2:6][C@H:5]1[C:9]1[NH:10][C:11](=[O:24])[C:12]2[CH:17]=[N:16][N:15]([CH:18]3[CH2:19][CH2:20][O:21][CH2:22][CH2:23]3)[C:13]=2[N:14]=1)[CH3:3] |f:0.1,2.3.4,5.6|. The solvent is C(C)#N (acetonitrile). Reactants: Cl.C(C)[C@H]1[C@@H](CNC1)C=1NC(C2=C(N1)N(N=C2)C2CCOCC2)=O (6-[(3S,4S)-4-ethylpyrrolidin-3-yl]-1-(tetrahydro-2H-pyran-4-yl)-1H-pyrazolo[3,4-d]pyrimidin-4(5H)-one hydrogen chloride), C([O-])([O-])=O.[K+].[K+] (potassium carbonate), Br.BrCC1=NC=CC=C1 (2-(bromomethyl)pyridine hydrogen bromide). Yields the product C(C)[C@H]1[C@@H](CN(C1)CC1=NC=CC=C1)C=1NC(C2=C(N1)N(N=C2)C2CCOCC2)=O (6-[(3S,4S)-4-ethyl-1-(pyridin-2-ylmethyl)pyrrolidin-3-yl]-1-(tetrahydro-2H-pyran-4-yl)-1,5-dihydro-4H-pyrazolo[3,4-d]pyrimidin-4-one). Procedure details: To a solution of 6-[(3S,4S)-4-ethylpyrrolidin-3-yl]-1-(tetrahydro-2H-pyran-4-yl)-1H-pyrazolo[3,4-d]pyrimidin-4(5H)-one hydrogen chloride (51 mg) in acetonitrile (1 mL) was added potassium carbonate (88 mg) and 2-(bromomethyl)pyridine hydrogen bromide (40 mg) and the reaction mixture was heated at reflux for 72 h in a sealed vial. The reaction mixture was concentrated onto silica and purified via CombiFlash flash chromatography to provide the title compound. 400 MHz 1H NMR (CDCl3) δ 11.50 (brs, 1... Reactants: NC1(CCC1)C1=CC=C(C=C1)C1=C(OC2=CC=C(C=C2C1=O)F)C1=CC=CC=C1 (3-[4-(1-amino-cyclobutyl)-phenyl]-6-fluoro-2-phenyl-chromen-4-one), N (ammonia), C(C)(C)(C)OC(NC1(CCC1)C1=CC=C(C=C1)C1=C(OC2=C(C=CC=C2C1=O)C#C)C1=CC=CC=C1)=O ({1-[4-(8-ethynyl-4-oxo-2-phenyl-4H-chromen-3-yl)-phenyl]-cyclobutyl}-carbamic acid tert-butyl ester), C(=O)(C(F)(F)F)O (TFA). The solvent is C(Cl)Cl (DCM). The product is NC1(CCC1)C1=CC=C(C=C1)C1=C(OC2=C(C=CC=C2C1=O)C#C)C1=CC=CC=C1 (3-[4-(1-Amino-cyclobutyl)-phenyl]-8-ethynyl-2-phenyl-chromen-4-one). Yield: 100.0%. Reaction SMILES: NC1(C2C=CC(C3C(=O)C4C(=CC=C(F)C=4)OC=3C3C=CC=CC=3)=CC=2)CCC1.C(OC(=O)[NH:36][C:37]1([C:41]2[CH:46]=[CH:45][C:44]([C:47]3[C:56](=[O:57])[C:55]4[C:50](=[C:51]([C:58]#[CH:59])[CH:52]=[CH:53][CH:54]=4)[O:49][C:48]=3[C:60]3[CH:65]=[CH:64][CH:63]=[CH:62][CH:61]=3)=[CH:43][CH:42]=2)[CH2:40][CH2:39][CH2:38]1)(C)(C)C.C(O)(C(F)(F)F)=O.N>C(Cl)Cl>[NH2:36][C:37]1([C:41]2[CH:42]=[CH:43][C:44]([C:47]3[C:56](=[O:57])[C:55]4[C:50](=[C:51]([C:58]#[CH:59])[CH:52]=[CH:53][CH:54]=4)[O:49][C:48]=3[C:60]3[CH:61]=[CH:62][CH:63]=[CH:64][CH:65]=3)=[CH:45][CH:46]=2)[CH2:40][CH2:39][CH2:38]1. Procedure: Following the procedure of 3-[4-(1-amino-cyclobutyl)-phenyl]-6-fluoro-2-phenyl-chromen-4-one, {1-[4-(8-ethynyl-4-oxo-2-phenyl-4H-chromen-3-yl)-phenyl]-cyclobutyl}-carbamic acid tert-butyl ester was treated with TFA. The resultant free base was subjected to flash chromatography (SiO2, gradient 0 to 20% methanolic ammonia in DCM) to afford the title compound as a white solid (8 mg, 100%). 1H NMR (400 MHz, DMSO-d6): δ 8.08 (dd, J=7.8, 1.6 Hz, 1H), 7.97 (dd, J=7.6, 1.8 Hz, 1H), 7.48 (t, J=7.4 Hz, 1H... The reactants are C1(=CC=CC=C1)[C@@H]1NC(N[C@@H]1C1=CC=CC=C1)=S (cis-4,5-Diphenylimidazolidine-2-thione), ClC1=C(CCl)C=CC(=C1)F (2-chloro-4-fluorobenzyl chloride). Run in CCO (EtOH). The product is Cl.ClC1=C(CSC=2N[C@@H]([C@@H](N2)C2=CC=CC=C2)C2=CC=CC=C2)C=CC(=C1)F (2-[(2-Chloro-4-fluorobenzyl)thio]-cis-4,5-diphenyl-4,5-dihydro-1H-imidazole hydrochloride). Isolated yield 73.2%. As a reaction SMILES: [C:1]1([C@H:7]2[C@@H:11]([C:12]3[CH:17]=[CH:16][CH:15]=[CH:14][CH:13]=3)[NH:10][C:9](=[S:18])[NH:8]2)[CH:6]=[CH:5][CH:4]=[CH:3][CH:2]=1.[Cl:19][C:20]1[CH:27]=[C:26]([F:28])[CH:25]=[CH:24][C:21]=1[CH2:22]Cl>CCO>[ClH:19].[Cl:19][C:20]1[CH:27]=[C:26]([F:28])[CH:25]=[CH:24][C:21]=1[CH2:22][S:18][C:9]1[NH:8][C@H:7]([C:1]2[CH:2]=[CH:3][CH:4]=[CH:5][CH:6]=2)[C@H:11]([C:12]2[CH:13]=[CH:14][CH:15]=[CH:16][CH:17]=2)[N:10]=1 |f:3.4|. Reported procedure: A mixture of intermediate 25 (200 mg, 0.786 mmol) and 2-chloro-4-fluorobenzyl chloride (281 mg, 1.57 mmol) in abs. EtOH (2 mL) is heated at 95° C. for 24 h. The reaction mixture is cooled to RT, evaporated to dryness, and the residue suspended in Et2O. The insoluble material is filtered to give 249 mg of the product 229. 1H NMR (DMSO-d6) δ 11.35 (s, 2 H), 8.00-7.80 (m, 1 H), 7.75-7.60 (m, 1 H), 7.55-7.35 (m, 1 H), 7.20-7.00 (m, 6 H), 7.00-6.85 (m, 4 H), 5.80 (s, 2 H), 4.90 (s, 2 H); MS: m/z 397 ... Reactants: CNC1CCCCC1NC, CNC1CCCCC1NC, Cc1ccccc1, [Cu]I, O=c1[nH]c(=O)n(CCCN2CC3CC3(c3ccc(C(F)(F)F)cc3)C2)cc1I, [K+], [K+], O=C([O-])[O-], N#Cc1cc[nH]n1. The product is N#Cc1ccn(-c2cn(CCCN3CC4CC4(c4ccc(C(F)(F)F)cc4)C3)c(=O)[nH]c2=O)n1. As a reaction SMILES: [CH3:11][NH:12][CH:13]1[CH2:14][CH2:15][CH2:16][CH2:17][CH:18]1[NH:19][CH3:20].[CH3:1][NH:2][CH:3]1[CH2:4][CH2:5][CH2:6][CH2:7][CH:8]1[NH:9][CH3:10].[CH3:62][c:63]1[cH:64][cH:65][cH:66][cH:67][cH:68]1.[Cu:69][I:70].[I:21][c:22]1[c:23](=[O:48])[nH:24][c:25](=[O:47])[n:26]([CH2:28][CH2:29][CH2:30][N:31]2[CH2:32][C:33]3([c:37]4[cH:38][cH:39][c:40]([C:43]([F:44])([F:45])[F:46])[cH:41][cH:42]4)[CH2:34][CH:35]3[CH2:36]2)[cH:27]1.[K+:49].[K+:50].[O-:51][C:52]([O-:53])=[O:54].[nH:55]1[n:56][c:57]([C:60]#[N:61])[cH:58][cH:59]1>>[c:22]1(-[n:55]2[n:56][c:57]([C:60]#[N:61])[cH:58][cH:59]2)[c:23](=[O:48])[nH:24][c:25](=[O:47])[n:26]([CH2:28][CH2:29][CH2:30][N:31]2[CH2:32][C:33]3([c:37]4[cH:38][cH:39][c:40]([C:43]([F:44])([F:45])[F:46])[cH:41][cH:42]4)[CH2:34][CH:35]3[CH2:36]2)[cH:27]1. Reactants: CCc1cc(C(C)=O)nn1CC, CC(=O)OC1NC(=O)C1C(CO[SiH](C)C)C(C)(C)C, C[Si](C)(C)[N-][Si](C)(C)C, CCOC(C)=O, [Cl-], [Li+], [NH4+], C1CCOC1. The product is CCc1cc(C(=O)CC2NC(=O)C2C(CO[SiH](C)C)C(C)(C)C)nn1CC. Reaction SMILES: [C:1]([CH3:2])(=[O:3])[c:4]1[n:5][n:6]([CH2:11][CH3:12])[c:7]([CH2:9][CH3:10])[cH:8]1.[C:23]([O:24][CH:27]1[CH:28]([CH:32]([CH2:33][O:34][SiH:35]([CH3:36])[CH3:37])[C:38]([CH3:39])([CH3:40])[CH3:41])[C:29](=[O:31])[NH:30]1)(=[O:25])[CH3:26].[CH3:13][Si:14]([N-:15][Si:16]([CH3:17])([CH3:18])[CH3:19])([CH3:20])[CH3:21].[CH3:49][CH2:50][O:51][C:52](=[O:53])[CH3:54].[Cl-:42].[Li+:22].[NH4+:43].[O:44]1[CH2:45][CH2:46][CH2:47][CH2:48]1>>[C:1]([CH2:2][CH:27]1[CH:28]([CH:32]([CH2:33][O:34][SiH:35]([CH3:36])[CH3:37])[C:38]([CH3:39])([CH3:40])[CH3:41])[C:29](=[O:31])[NH:30]1)(=[O:3])[c:4]1[n:5][n:6]([CH2:11][CH3:12])[c:7]([CH2:9][CH3:10])[cH:8]1. The reactants are CCOC(=O)C(=O)Cl, CCN(C(C)C)C(C)C, ClCCl, Cl, CCCCCCCCCCCc1noc(-c2ccc(CNCc3ccc(C(F)(F)F)cc3)cc2)n1. The product is CCCCCCCCCCCc1noc(-c2ccc(CN(Cc3ccc(C(F)(F)F)cc3)C(=O)C(=O)OCC)cc2)n1. As a reaction SMILES: [CH2:46]([CH3:47])[O:48][C:49]([C:50](=[O:51])[Cl:52])=[O:53].[CH:37]([N:38]([CH2:39][CH3:40])[CH:41]([CH3:42])[CH3:43])([CH3:44])[CH3:45].[Cl:54][CH2:55][Cl:56].[ClH:1].[F:2][C:3]([c:4]1[cH:5][cH:6][c:7]([CH2:8][NH:9][CH2:10][c:11]2[cH:12][cH:13][c:14](-[c:17]3[n:18][c:19]([CH2:22][CH2:23][CH2:24][CH2:25][CH2:26][CH2:27][CH2:28][CH2:29][CH2:30][CH2:31][CH3:32])[n:20][o:21]3)[cH:15][cH:16]2)[cH:33][cH:34]1)([F:35])[F:36]>>[F:2][C:3]([c:4]1[cH:5][cH:6][c:7]([CH2:8][N:9]([CH2:10][c:11]2[cH:12][cH:13][c:14](-[c:17]3[n:18][c:19]([CH2:22][CH2:23][CH2:24][CH2:25][CH2:26][CH2:27][CH2:28][CH2:29][CH2:30][CH2:31][CH3:32])[n:20][o:21]3)[cH:15][cH:16]2)[C:50]([C:49]([O:48][CH2:46][CH3:47])=[O:53])=[O:51])[cH:33][cH:34]1)([F:35])[F:36]. Starting materials: C(CC(C)C)Br (Isopentyl bromide), ice, [Li]C=1SC=CC1 (lithiothiophene). Solvent: O (water). Conditions: temperature 0 celsius, time 16 hour. The product is CC(CCC=1SC=CC1)C (2-(3-Methylbutyl)thiophene). Isolated yield 88.1%. RXN SMILES: [CH2:1](Br)[CH2:2][CH:3]([CH3:5])[CH3:4].[Li][C:8]1[S:9][CH:10]=[CH:11][CH:12]=1>O>[CH3:4][CH:3]([CH3:5])[CH2:2][CH2:1][C:8]1[S:9][CH:10]=[CH:11][CH:12]=1. Procedure details: Isopentyl bromide (Aldrich, 8 g, 53mmol) was added to 53 mL of an ice-cooled solution of lithiothiophene (1.0M in THF, 53 mmol). The reaction was stirred at 0° C. for 2 hours, at room temperature for 16 hours, and poured into water, then the mixture was extracted with hexane. The organic layer was dried and concentrated, and the residue was purified by column chromatography on silica gel, eluting with hexane, to give 7.2 g (88% yield) of the title compound as a colorless oil. NMR (CDCl3) δ:7.10 ... The reactants are CNC1CCC(CC1)NC1=NC=NC=2SC=3CCCC3C12 (1-N-methyl-4-N-[7-thia-9,11-diazatricyclo[6.4.0.0[2,6]]dodeca-1(8),2(6),9,11-tetraen-12-yl]cyclohexane-1,4-diamine), CC(C=O)C (2-methylpropanal), [BH3-]C#N.[Na+] (NaBH3CN). Run in CCOC(=O)C (EtOAc), CO (methanol). Conditions: time 1 hour. Yields the product CN(C1CCC(CC1)NC1=NC=NC=2SC=3CCCC3C12)CC(C)C (1-N-methyl-1-N-(2-methylpropyl)-4-N-[7-thia-9,11-diazatricyclo[6.4.0.0[2,6]]dodeca-1(8),2(6),9,11-tetraen-12-yl]cyclohexane-1,4-diamine). The yield is 63.4%. Reaction SMILES: [CH3:1][NH:2][CH:3]1[CH2:8][CH2:7][CH:6]([NH:9][C:10]2[C:21]3[C:20]4[CH2:19][CH2:18][CH2:17][C:16]=4[S:15][C:14]=3[N:13]=[CH:12][N:11]=2)[CH2:5][CH2:4]1.[CH3:22][CH:23]([CH3:26])[CH:24]=O.[BH3-]C#N.[Na+]>CO.CCOC(C)=O>[CH3:1][N:2]([CH2:22][CH:23]([CH3:26])[CH3:24])[CH:3]1[CH2:8][CH2:7][CH:6]([NH:9][C:10]2[C:21]3[C:20]4[CH2:19][CH2:18][CH2:17][C:16]=4[S:15][C:14]=3[N:13]=[CH:12][N:11]=2)[CH2:5][CH2:4]1 |f:2.3|. Reported procedure: To a solution of 1-N-methyl-4-N-[7-thia-9,11-diazatricyclo[6.4.0.0[2,6]]dodeca-1(8),2(6),9,11-tetraen-12-yl]cyclohexane-1,4-diamine (100 mg, 0.33 mmol, 1.00 equiv) in methanol (5 ml) was added 2-methylpropanal (50 mg, 0.69 mmol, 2.00 equiv) at room temperature and the reaction solution was stirred for 1 h. Then NaBH3CN (45 mg, 0.72 mmol, 2.00 equiv) was added and stirred overnight at ambient temperature. The resulting solution was diluted with EtOAc (100 mL), washed with brine, dried over sodium...